Task: describe an organic reaction: reactants, conditions, products, and yield. Dataset: the Open Reaction Database (ORD), a public repository of structured organic reaction records The reactants are OC1CCC(CC1)C(=O)OCC (ethyl 4-hydroxycyclohexane-1-carboxylate), [H-].[Na+] (Sodium hydride), CI (CH3I). Run in O1CCCC1 (tetrahydrofuran). Conditions: time 20 minute. The product is COC1CCC(CC1)C(=O)OCC (Ethyl 4-methoxycyclohexanecarboxylate). The yield is 73.9%. Reaction SMILES: [OH:1][CH:2]1[CH2:7][CH2:6][CH:5]([C:8]([O:10][CH2:11][CH3:12])=[O:9])[CH2:4][CH2:3]1.[H-].[Na+].[CH3:15]I>O1CCCC1>[CH3:15][O:1][CH:2]1[CH2:3][CH2:4][CH:5]([C:8]([O:10][CH2:11][CH3:12])=[O:9])[CH2:6][CH2:7]1 |f:1.2|. Procedure details: Into a 100-mL round-bottom flask, was placed a solution of ethyl 4-hydroxycyclohexane-1-carboxylate (1 g, 5.81 mmol) in tetrahydrofuran (20 mL). Sodium hydride (349 mg, 8.72 mmol, 60%) was added to the reaction at 0° C. in portions, then stirred for 20 min. This was followed by the addition of CH3I (865 μL, 11.6 mmol) at 0° C. The reaction mixture was stirred overnight at room temperature, quenched with 6 mL of brine and extracted with 3×40 mL of ether. The combined organic layers were washed wi... As a reaction SMILES: [CH3:1][Si:2]([CH3:37])([O:32][Si:33]([CH3:36])([CH3:35])[CH3:34])[O:3][Si:4]([CH3:31])([CH3:30])[O:5][Si:6]([CH3:29])([CH3:28])[O:7][Si:8]([CH2:11][CH2:12][CH2:13][CH2:14][CH2:15][CH2:16][CH2:17][CH2:18][CH2:19][CH2:20][CH2:21][O:22][CH2:23][CH:24]([CH2:26][OH:27])[OH:25])([CH3:10])[CH3:9].C[SiH](C)O[Si](C)(C)O[Si](C)(C)O[Si](C)(C)O[Si](C)(C)C>>[OH:25][CH:24]([CH2:26][OH:27])[CH2:23][O:22][CH2:21][CH2:20][CH2:19][CH2:18][CH2:17][CH2:16][CH2:15][CH2:14][CH2:13][CH2:12][CH2:11][Si:8]([CH3:10])([CH3:9])[O:7][Si:6]([CH3:28])([CH3:29])[O:5][Si:4]([CH3:30])([CH2:31][CH2:12][CH2:13][CH2:14][CH2:15][CH2:16][CH2:17][CH2:18][CH2:19][CH2:20][CH2:21][O:22][CH2:23][CH:24]([OH:25])[CH2:26][OH:27])[O:3][Si:2]([CH3:1])([CH3:37])[O:32][Si:33]([CH3:34])([CH3:35])[CH3:36]. The reactants are C[Si](O[Si](O[Si](O[Si](C)(C)CCCCCCCCCCCOCC(O)CO)(C)C)(C)C)(O[Si](C)(C)C)C (Undecamethylpentasiloxanylundecylglyceryl ether), C[SiH](O[Si](O[Si](O[Si](O[Si](C)(C)C)(C)C)(C)C)(C)C)C (undecamethylpentasiloxane), 1,5-dihydrodecamethylpentasiloxane, raw material. Yields the product OC(COCCCCCCCCCCC[Si](O[Si](O[Si](O[Si](O[Si](C)(C)C)(C)C)(CCCCCCCCCCCOCC(CO)O)C)(C)C)(C)C)CO (1,5-bis[11-(2,3-dihydroxypropoxy)undecyl]decamethylpentasiloxane). The yield is 48.0%. Procedure details: Undecamethylpentasiloxanylundecylglyceryl ether (F) was obtained in a 48% yield in the same manner as Example 4. At this time, since 1,5-dihydrodecamethylpentasiloxane was included in a raw material of undecamethylpentasiloxane, 1,5-bis[11-(2,3-dihydroxypropoxy)undecyl]decamethylpentasiloxane (C) was obtained at the same time. The obtained compound (G) was isolated and refined by a silica gel column. The structures of the obtained products were confirmed by an analysis using IR and NMR spectra. ... The reactants are [Na] (sodium), CC(C(=O)NC1=C(C=C(C=C1)C)C1=NC(=NC=C1)S(=O)(=O)C)(C)C (2,2-dimethyl-N-[4-methyl-2-[2-(methylsulfonyl)-4-pyrimidinyl]phenyl]propanamide), C(C(F)(F)F)O (trifluoroethanol), [Na] (sodium). Run in O1CCCC1 (tetrahydrofuran). Conditions: time 1.5 hour. The product is CC(C(=O)NC1=C(C=C(C=C1)C)C1=NC(=NC=C1)OCC(F)(F)F)(C)C (2,2-dimethyl-N-[4-methyl-2-[2-(2,2,2-trifluoroethoxy)-4-pyrimidinyl]phenyl]propanamide). The yield is 89.8%. As a reaction SMILES: [Na].[CH2:2]([OH:7])[C:3]([F:6])([F:5])[F:4].[CH3:8][C:9]([CH3:31])([CH3:30])[C:10]([NH:12][C:13]1[CH:18]=[CH:17][C:16]([CH3:19])=[CH:15][C:14]=1[C:20]1[CH:25]=[CH:24][N:23]=[C:22](S(C)(=O)=O)[N:21]=1)=[O:11]>O1CCCC1>[CH3:8][C:9]([CH3:31])([CH3:30])[C:10]([NH:12][C:13]1[CH:18]=[CH:17][C:16]([CH3:19])=[CH:15][C:14]=1[C:20]1[CH:25]=[CH:24][N:23]=[C:22]([O:7][CH2:2][C:3]([F:6])([F:5])[F:4])[N:21]=1)=[O:11] |^1:0|. Procedure: 0.10 g sodium metal was covered under nitrogen with 15 mL anhydrous tetrahydrofuran and 1 g trifluoroethanol was added dropwise with stirring. Stirring was continued for 1.5 h at which time the sodium was completely reacted. A solution of 0.4 g 2,2-dimethyl-N-[4-methyl-2-[2-(methylsulfonyl)-4-pyrimidinyl]phenyl]propanamide was added via syringe and stirring continued overnight under nitrogen. The reaction mixture was quenched with water and extracted with ether. The organic extracts were washed ... RXN SMILES: [CH2:1]([c:2]1[cH:3][cH:4][cH:5][cH:6][cH:7]1)[n:8]1[c:9]([CH:32]([CH3:33])[CH3:34])[c:10]([C:20]([NH:21][CH2:22][c:23]2[cH:24][c:25]([F:30])[c:26]([F:29])[cH:27][cH:28]2)=[O:31])[c:11]2[cH:12][cH:13][c:14]([C:17](=[O:18])[OH:19])[cH:15][c:16]12.[CH3:55][CH2:56][O:57][C:58]([CH3:59])=[O:60].[CH:35]([N:36]([CH2:37][CH3:38])[CH:39]([CH3:40])[CH3:41])([CH3:42])[CH3:43].[NH2:44][C:45]([CH2:46][OH:47])([CH3:48])[CH3:49].[O:50]=[CH:51][N:52]([CH3:53])[CH3:54]>>[CH2:1]([c:2]1[cH:3][cH:4][cH:5][cH:6][cH:7]1)[n:8]1[c:9]([CH:32]([CH3:33])[CH3:34])[c:10]([C:20]([NH:21][CH2:22][c:23]2[cH:24][c:25]([F:30])[c:26]([F:29])[cH:27][cH:28]2)=[O:31])[c:11]2[cH:12][cH:13][c:14]([C:17](=[O:18])[NH:44][C:45]([CH2:46][OH:47])([CH3:48])[CH3:49])[cH:15][c:16]12. Product: CC(C)c1c(C(=O)NCc2ccc(F)c(F)c2)c2ccc(C(=O)NC(C)(C)CO)cc2n1Cc1ccccc1. The reactants are CC(C)c1c(C(=O)NCc2ccc(F)c(F)c2)c2ccc(C(=O)O)cc2n1Cc1ccccc1, CCOC(C)=O, CCN(C(C)C)C(C)C, CC(C)(N)CO, CN(C)C=O. The reactants are ClC1=NC2=CC(=CC=C2C(=C1)C1=CC=C(C=C1)F)CN1N=NC(=C1)C(C(F)(F)F)(CC)O (2-(1-{[2-chloro-4-(4-fluorophenyl)quinolin-7-yl]methyl}-1H-1,2,3-triazol-4-yl)-1,1,1-trifluorobutan-2-ol), CN1CCCC1=O (NMP). The solvent is N1CCCC1 (pyrrolidine). Product: FC([C@@](CC)(O)C=1N=NN(C1)CC1=CC=C2C(=CC(=NC2=C1)N1CCCC1)C1=CC=C(C=C1)F)(F)F ((S)-1,1,1-trifluoro-2-(1-{[4-(4-fluorophenyl)-2-pyrrolidin-1-ylquinolin-7-yl]methyl}-1H-1,2,3-triazol-4-yl)butan-2-ol). RXN SMILES: Cl[C:2]1[CH:11]=[C:10]([C:12]2[CH:17]=[CH:16][C:15]([F:18])=[CH:14][CH:13]=2)[C:9]2[C:4](=[CH:5][C:6]([CH2:19][N:20]3[CH:24]=[C:23]([C:25]([OH:32])([CH2:30][CH3:31])[C:26]([F:29])([F:28])[F:27])[N:22]=[N:21]3)=[CH:7][CH:8]=2)[N:3]=1.C[N:34]1[C:38](=O)[CH2:37][CH2:36][CH2:35]1>N1CCCC1>[F:27][C:26]([F:29])([F:28])[C@:25]([C:23]1[N:22]=[N:21][N:20]([CH2:19][C:6]2[CH:5]=[C:4]3[C:9]([C:10]([C:12]4[CH:17]=[CH:16][C:15]([F:18])=[CH:14][CH:13]=4)=[CH:11][C:2]([N:34]4[CH2:38][CH2:37][CH2:36][CH2:35]4)=[N:3]3)=[CH:8][CH:7]=2)[CH:24]=1)([OH:32])[CH2:30][CH3:31]. Reported procedure: A solution of 2-(1-{[2-chloro-4-(4-fluorophenyl)quinolin-7-yl]methyl}-1H-1,2,3-triazol-4-yl)-1,1,1-trifluorobutan-2-ol (75 mg, 0.16 mmol) in NMP (0.5 mL) and pyrrolidine (0.5 mL) was stirred at 130° C. in a microwave for 20 min. The reaction was quenched with saturated aqueous NaHCO3 and extracted with EtOAc. The combined organic layers were washed with brine, dried over Na2SO4, filtered and concentrated under reduce pressure. Purification on silica gel (eluting with NH4OH/ethanol/dichloromethan... Reactants: S1C(=CC=C1)S(=O)(=O)N1C[C@@H](N(CC1)C1=CC=C(C=C1)C(C(F)(F)F)(C)O)CNS(=O)(=O)C(C)C (N-(((2S)-4-(2-thiophenylsulfonyl)-1-(4-(2,2,2-trifluoro-1-hydroxy-1-methylethyl)phenyl)-2-piperazinyl)methyl)-2-propanesulfonamide), CC(CC)S(=O)(=O)Cl (butane-2-sulfonyl chloride). The product is S1C(=CC=C1)S(=O)(=O)N1C[C@@H](N(CC1)C1=CC=C(C=C1)C(C(F)(F)F)(C)O)CNS(=O)(=O)C(C)CC (N-(((2S)-4-(2-thiophenylsulfonyl)-1-(4-(2,2,2-trifluoro-1-hydroxy-1-methylethyl)phenyl)-2-piperazinyl)methyl)-2-butanesulfonamide). RXN SMILES: [S:1]1[CH:5]=[CH:4][CH:3]=[C:2]1[S:6]([N:9]1[CH2:14][CH2:13][N:12]([C:15]2[CH:20]=[CH:19][C:18]([C:21]([OH:27])([CH3:26])[C:22]([F:25])([F:24])[F:23])=[CH:17][CH:16]=2)[C@@H:11]([CH2:28][NH:29][S:30]([CH:33]([CH3:35])[CH3:34])(=[O:32])=[O:31])[CH2:10]1)(=[O:8])=[O:7].[CH3:36]C(S(Cl)(=O)=O)CC>>[S:1]1[CH:5]=[CH:4][CH:3]=[C:2]1[S:6]([N:9]1[CH2:14][CH2:13][N:12]([C:15]2[CH:20]=[CH:19][C:18]([C:21]([OH:27])([CH3:26])[C:22]([F:25])([F:24])[F:23])=[CH:17][CH:16]=2)[C@@H:11]([CH2:28][NH:29][S:30]([CH:33]([CH2:35][CH3:36])[CH3:34])(=[O:31])=[O:32])[CH2:10]1)(=[O:7])=[O:8]. Reported procedure: According to the procedure for Example 237, the reaction of 2-(4-((2S)-2-(aminomethyl)-4-(2-thiophenylsulfonyl)-1-piperazinyl)phenyl)-1,1,1-trifluoro-2-propanol (Example 237, Step 2) and butane-2-sulfonyl chloride (Sigma-Aldrich, St. Louis, Mo.) gave N-(((2S)-4-(2-thiophenylsulfonyl)-1-(4-(2,2,2-trifluoro-1-hydroxy-1-methylethyl)phenyl)-2-piperazinyl)methyl)-2-butanesulfonamide as a mixture of 4 compounds.